From a dataset of the Open Reaction Database (ORD), a public repository of structured organic reaction records. describe an organic reaction: reactants, conditions, products, and yield The reactants are CO, CCC=C(C)C(=O)O, O=S(=O)(O)O. The product is CCC=C(C)C(=O)OC. RXN SMILES: [CH3:14][OH:15].[CH3:1][C:2]([C:3](=[O:4])[OH:5])=[CH:6][CH2:7][CH3:8].[S:9](=[O:10])(=[O:11])([OH:12])[OH:13]>>[CH3:1][C:2]([C:3]([O:4][CH3:14])=[O:5])=[CH:6][CH2:7][CH3:8].